Dataset: the Open Reaction Database (ORD), a public repository of structured organic reaction records. Task: describe an organic reaction: reactants, conditions, products, and yield Reactants: FC1=C(C#N)C=CC(=C1)C=C (2-Fluoro-4-vinylbenzonitrile), CO (methanol), [BH4-].[Na+] (Sodium borohydride). Run in C(Cl)Cl (CH2Cl2). Yields the product FC1=C(C#N)C=CC(=C1)CO (2-Fluoro-4-hydroxymethylbenzonitrile). As a reaction SMILES: [F:1][C:2]1[CH:9]=[C:8]([CH:10]=C)[CH:7]=[CH:6][C:3]=1[C:4]#[N:5].[BH4-].[Na+].C[OH:15]>C(Cl)Cl>[F:1][C:2]1[CH:9]=[C:8]([CH2:10][OH:15])[CH:7]=[CH:6][C:3]=1[C:4]#[N:5] |f:1.2|. Reported procedure: Into a cooled solution (−78° C.) of 2-fluoro-4-vinylbenzonitrile (1.3 g, 8.8 mmol; see step (i) above) in 40 mL of CH2Cl2 and 5 mL of methanol was to bubbled ozone (50 L/h, 29 g/m3) for 30 min. Argon was subsequently bubbled through to remove excess ozone. Sodium borohydride (0.67 g, 0.018 mol) was added and the cooling bath was removed. The mixture was stirred and allowed to react for 1 h. The mixture was evaporated and 2M HCl was added. The mixture was extracted twice with diethyl ether and th... The reactants are C(C)(C)(C)OC(=O)NC(C/C=C/C(=O)O)(C)C ((2E)-5-(tert-Butyloxycarbonylamino)-5-methylhex-2-enoic acid), C(C1=CC=CC=C1)OC[C@H](C(=O)N([C@H](CC1=CC=CC=C1)C(NC)=O)C)NC ((2R)-3-Benzyloxy-N-methyl-2-(methyl-amino)-N-((1R)-1-(methylcarbamoyl)-2-phenylethyl)-propionamide), C(C)(C)N(CC)C(C)C (diisopropylethylamine), ON1N=NC2=C1N=CC=C2 (1-Hydroxy-7-azabenzotriazole), Cl.CN(CCCN=C=NCC)C (N-(3-dimethylaminopropyl)-N'-ethylcarbodiimide hydrochloride). The solvent is C(Cl)Cl (methylene chloride). Conditions: time 15 minute. Yields the product C(C)(C)(C)OC(NC(C\C=C\C(N(C)[C@H](COCC1=CC=CC=C1)C(N([C@H](CC1=CC=CC=C1)C(NC)=O)C)=O)=O)(C)C)=O (((3E)-4-(N-((1R)-2-benzyloxy-1-(N-methyl-N-((1R)-1-(methylcarbamoyl)-2-phenylethyl)carbamoyl)ethyl)-N-methylcarbamoyl)-1,1-dimethylbut-3-enyl)carbamic acid tert-butyl ester). Isolated yield 102.7%. Reaction SMILES: [C:1]([O:5][C:6]([NH:8][C:9]([CH3:17])([CH3:16])[CH2:10]/[CH:11]=[CH:12]/[C:13]([OH:15])=O)=[O:7])([CH3:4])([CH3:3])[CH3:2].ON1C2N=CC=CC=2N=N1.Cl.CN(C)CCCN=C=NCC.[CH2:40]([O:47][CH2:48][C@@H:49]([NH:66][CH3:67])[C:50]([N:52]([CH3:65])[C@@H:53]([C:61](=[O:64])[NH:62][CH3:63])[CH2:54][C:55]1[CH:60]=[CH:59][CH:58]=[CH:57][CH:56]=1)=[O:51])[C:41]1[CH:46]=[CH:45][CH:44]=[CH:43][CH:42]=1.C(N(C(C)C)CC)(C)C>C(Cl)Cl>[C:1]([O:5][C:6](=[O:7])[NH:8][C:9]([CH3:17])([CH3:16])[CH2:10]/[CH:11]=[CH:12]/[C:13](=[O:15])[N:66]([C@@H:49]([C:50](=[O:51])[N:52]([CH3:65])[C@@H:53]([C:61](=[O:64])[NH:62][CH3:63])[CH2:54][C:55]1[CH:60]=[CH:59][CH:58]=[CH:57][CH:56]=1)[CH2:48][O:47][CH2:40][C:41]1[CH:46]=[CH:45][CH:44]=[CH:43][CH:42]=1)[CH3:67])([CH3:2])([CH3:3])[CH3:4] |f:2.3|. Reported procedure: (2E)-5-(tert-Butyloxycarbonylamino)-5-methylhex-2-enoic acid (0.12 g; 0.49 mmol) was dissolved in methylene chloride (10 mL). 1-Hydroxy-7-azabenzotriazole (0.07 g; 0.49 mmol) and N-(3-dimethylaminopropyl)-N'-ethylcarbodiimide hydrochloride (0.1 g; 0.51 mmol) were added and the reaction mixture was stirred for 15 min at room temperature. (2R)-3-Benzyloxy-N-methyl-2-(methyl-amino)-N-((1R)-1-(methylcarbamoyl)-2-phenylethyl)-propionamide (0.17 g; 0.44 mmol) and diisopropylethylamine (0.084 mL; 0.49 ... Reactants: C(C)(=O)C1=C(N=C(O1)C)C (5-acetyl-2,4-dimethyloxazole), BrC=1C(=COC1)[Li] (4-bromo-3-lithiofuran). The product is BrC=1C(=COC1)C(C)(O)C1=C(N=C(O1)C)C (1-(4-Bromo-3-furyl)-1-(2,4-dimethyl-5-oxazolyl) ethanol). RXN SMILES: [C:1]([C:4]1[O:8][C:7]([CH3:9])=[N:6][C:5]=1[CH3:10])(=[O:3])[CH3:2].[Br:11][C:12]1[C:13]([Li])=[CH:14][O:15][CH:16]=1>>[Br:11][C:12]1[C:13]([C:1]([C:4]2[O:8][C:7]([CH3:9])=[N:6][C:5]=2[CH3:10])([OH:3])[CH3:2])=[CH:14][O:15][CH:16]=1. Reported procedure: Following the general method of Example la but using 5-acetyl-2,4-dimethyloxazole and 4-bromo-3-lithiofuran (Liebigs Ann. Chem., 1986, 625-637), the title compound was prepared. Starting materials: C1=CC=C(C=C1)S(=O)(=O)N(F)S(=O)(=O)C2=CC=CC=C2 (N-fluoro benzene sulfonimide), C(C)(C)NC(C)C (diisopropyl amine), C(CCC)[Li] (n-butyl lithium), BrC1=CC2=C(SC=C2C)C=C1 (5-bromo-3-methyl-benzo[b]thiophene). The solvent is C1CCOC1 (THF). Product: BrC1=CC2=C(SC(=C2C)F)C=C1 (5-Bromo-2-fluoro-3-methyl-benzo[b]thiophene). The yield is 22.3%. RXN SMILES: [Br:1][C:2]1[CH:11]=[CH:10][C:5]2[S:6][CH:7]=[C:8]([CH3:9])[C:4]=2[CH:3]=1.C1C=CC(S(N(S(C2C=CC=CC=2)(=O)=O)[F:22])(=O)=O)=CC=1.C(NC(C)C)(C)C.C([Li])CCC>C1COCC1>[Br:1][C:2]1[CH:11]=[CH:10][C:5]2[S:6][C:7]([F:22])=[C:8]([CH3:9])[C:4]=2[CH:3]=1. Procedure details: Using analogous reaction condition and workup as described in Example 20 above from the preparation of I-20a, 5-bromo-3-methyl-benzo[b]thiophene (I-24b: 500 mg, 2.192 mmol) in dry THF was reacted with N-fluoro benzene sulfonimide (1.2 g, 3.94 mmol), diisopropyl amine (266.2 mg, 2.6315 mmol), n-butyl lithium (1.3 mL, 2.6315 mmol) to afford crude product. Purification by column chromatography on silica gel (hexane) afforded 120 mg of the product (22% yield). Reactants: F[B-](F)(F)F (BF4−), C(#N)C1=CC=C(C=C1)NC(C(=S)N)C1=C(C(=CC(=C1)OC)OC)F (2-(4-cyanophenylamino)-2-(2-fluoro-3,5-dimethoxyphenyl)thioacetamide), C(C)(=O)OCC (ethyl acetate), C(O)([O-])=O.[Na+] (sodium hydrogencarbonate). The solvent is C(C)#N (acetonitrile). Reaction conditions: time 5 hour. Yields the product CSC(C(C1=C(C(=CC(=C1)OC)OC)F)NC1=CC=C(C=C1)C#N)=N (2-(4-cyanophenylamino)-2-(2-fluoro-3,5-dimethoxyphenyl)thioacetimidic acid methyl ester). As a reaction SMILES: F[B-](F)(F)F.[C:6]([C:8]1[CH:13]=[CH:12][C:11]([NH:14][CH:15]([C:19]2[CH:24]=[C:23]([O:25][CH3:26])[CH:22]=[C:21]([O:27][CH3:28])[C:20]=2[F:29])[C:16]([NH2:18])=[S:17])=[CH:10][CH:9]=1)#[N:7].[C:30](OCC)(=O)C.C(=O)([O-])O.[Na+]>C(#N)C>[CH3:30][S:17][C:16](=[NH:18])[CH:15]([NH:14][C:11]1[CH:10]=[CH:9][C:8]([C:6]#[N:7])=[CH:13][CH:12]=1)[C:19]1[CH:24]=[C:23]([O:25][CH3:26])[CH:22]=[C:21]([O:27][CH3:28])[C:20]=1[F:29] |f:3.4|. Procedure details: After adding 0.904 g of Me3O+BF4− to a solution of 2.01 g of 2-(4-cyanophenylamino)-2-(2-fluoro-3,5-dimethoxyphenyl)thioacetamide in 150 ml of acetonitrile under a nitrogen atmosphere, the mixture was stirred at room temperature for 5 hours. Next, 400 ml of ethyl acetate and 300 ml of saturated aqueous sodium hydrogencarbonate were added and the organic layer was washed with 300 ml of water and 300 ml of saturated brine. The mixture was dried over anhydrous magnesium sulfate and the desiccating ... The reactants are CO (methanol), [H-] (hydride), C(CCCCCCCCCCCCCCC)OCC(OCCCCCCCCCCCCCCCC)COCC1=CC(=CC=C1)C#N (1,2-di-O-(n-hexadecyl)-3-O-(3-cyanobenzyl)-glycerol), [H-].C(C(C)C)[Al+]CC(C)C (diisobutylaluminum hydride). Solvent: O (water), C1=CC=CC=C1 (benzene). The product is C(CCCCCCCCCCCCCCC)OCC(OCCCCCCCCCCCCCCCC)COCC1=CC(=CC=C1)C=O (1,2-Di-O-(n-hexadecyl)-3-O-(3-formylbenzyl)-glycerol). The yield is 40.0%. RXN SMILES: [CH2:1]([O:17][CH2:18][CH:19]([CH2:37][O:38][CH2:39][C:40]1[CH:45]=[CH:44][CH:43]=[C:42]([C:46]#N)[CH:41]=1)[O:20][CH2:21][CH2:22][CH2:23][CH2:24][CH2:25][CH2:26][CH2:27][CH2:28][CH2:29][CH2:30][CH2:31][CH2:32][CH2:33][CH2:34][CH2:35][CH3:36])[CH2:2][CH2:3][CH2:4][CH2:5][CH2:6][CH2:7][CH2:8][CH2:9][CH2:10][CH2:11][CH2:12][CH2:13][CH2:14][CH2:15][CH3:16].[H-].C([Al+]CC(C)C)C(C)C.C[OH:59].[H-]>C1C=CC=CC=1.O>[CH2:1]([O:17][CH2:18][CH:19]([CH2:37][O:38][CH2:39][C:40]1[CH:45]=[CH:44][CH:43]=[C:42]([CH:46]=[O:59])[CH:41]=1)[O:20][CH2:21][CH2:22][CH2:23][CH2:24][CH2:25][CH2:26][CH2:27][CH2:28][CH2:29][CH2:30][CH2:31][CH2:32][CH2:33][CH2:34][CH2:35][CH3:36])[CH2:2][CH2:3][CH2:4][CH2:5][CH2:6][CH2:7][CH2:8][CH2:9][CH2:10][CH2:11][CH2:12][CH2:13][CH2:14][CH2:15][CH3:16] |f:1.2|. Procedure details: A solution of 1,2-di-O-(n-hexadecyl)-3-O-(3-cyanobenzyl)-glycerol (5.0 g., 7.6 mmoles) and diisobutylaluminum hydride (1.17 g., 8.2 mmoles) in benzene (25 ml.) was stirred for 16 hours at ambient temperature. The reaction mixture was treated with methanol (4.22 ml.) and water (2.5 ml.) and stirred to decompose unreacted hydride, and then filtered and extracted with benzene (3×25 ml.). The combined benzene extract was dried (Na2SO4), filtered and evaporated in vacuo to an oil, which was purified ... Starting materials: Cc1nnc(Br)o1, CCN(C(C)C)C(C)C, Fc1ccc(-c2cccn3nc(NC4CCNCC4(F)F)nc23)c(F)c1F, C1COCCO1. Yields the product Cc1nnc(N2CCC(Nc3nc4c(-c5ccc(F)c(F)c5F)cccn4n3)C(F)(F)C2)o1. Reaction SMILES: [Br:28][c:29]1[o:30][c:31]([CH3:34])[n:32][n:33]1.[CH:35]([N:36]([CH:37]([CH3:38])[CH3:39])[CH2:40][CH3:41])([CH3:42])[CH3:43].[F:1][C:2]1([F:27])[CH2:3][NH:4][CH2:5][CH2:6][CH:7]1[NH:8][c:9]1[n:10][n:11]2[c:12]([c:13](-[c:17]3[c:18]([F:25])[c:19]([F:24])[c:20]([F:23])[cH:21][cH:22]3)[cH:14][cH:15][cH:16]2)[n:26]1.[O:44]1[CH2:45][CH2:46][O:47][CH2:48][CH2:49]1>>[F:1][C:2]1([F:27])[CH2:3][N:4]([c:29]2[o:30][c:31]([CH3:34])[n:32][n:33]2)[CH2:5][CH2:6][CH:7]1[NH:8][c:9]1[n:10][n:11]2[c:12]([c:13](-[c:17]3[c:18]([F:25])[c:19]([F:24])[c:20]([F:23])[cH:21][cH:22]3)[cH:14][cH:15][cH:16]2)[n:26]1.